This data is from the Open Reaction Database (ORD), a public repository of structured organic reaction records. The task is: describe an organic reaction: reactants, conditions, products, and yield Starting materials: BrC1=C(C=CC=C1)C1=NN=NN1 (5-(2-Bromophenyl)-[1H]-tetrazole), benzyloxymethyl, N1N=NN=C1 (tetrazole), BOM chloride, C([O-])([O-])=O.[K+].[K+] (potassium carbonate). Solvent: CN(C=O)C (dimethylformamide). Yields the product C(C1=CC=CC=C1)OCN1N=NN=C1C1=C(C=CC=C1)Br (N-Benzyloxymethyl-5-(2-bromophenyl)tetrazole). Yield: 70.0%. As a reaction SMILES: [Br:1][C:2]1[CH:7]=[CH:6][CH:5]=[CH:4][C:3]=1[C:8]1[NH:12][N:11]=[N:10][N:9]=1.N1C=NN=N1.[C:18](=[O:21])([O-])[O-].[K+].[K+]>CN(C)C=O>[CH2:8]([O:21][CH2:18][N:9]1[C:8]([C:3]2[CH:4]=[CH:5][CH:6]=[CH:7][C:2]=2[Br:1])=[N:12][N:11]=[N:10]1)[C:3]1[CH:4]=[CH:5][CH:6]=[CH:7][CH:2]=1 |f:2.3.4|. Procedure details: 5-(2-Bromophenyl)-[1H]-tetrazole was nitrogen-protected as the benzyloxymethyl (BOM) ether by reaction of a solution of the tetrazole in anhydrous dimethylformamide with technical grade BOM-chloride and anhydrous potassium carbonate. The reaction was complete in less than 60 minutes and the work up involved filtration through Celite and evaporation of the solvent under reduced pressure. The residue obtained was purified by chromatography to afford the title product in 70% yield as an oil which c...